This data is from the Open Reaction Database (ORD), a public repository of structured organic reaction records. The task is: describe an organic reaction: reactants, conditions, products, and yield Starting materials: BrC=1C=C(C=CC1F)CN(C)CC=1C=C(C(=O)NCC=2C(=C3C(=NC2CC)N(N=C3)CC)NC3CCOCC3)C=CC1 (3-{[[(3-bromo-4-fluorophenyl)methyl](methyl)amino]methyl}-N-{[1,6-diethyl-4-(tetrahydro-2H-pyran-4-ylamino)-1H-pyrazolo[3,4-b]pyridin-5-yl]methyl}benzamide), CC(C)(C)OC(=O)N1CCN(CC1)CC=1C=C(C=CC1)B(O)O ({3-[(4-{[(1,1-dimethylethyl)oxy]carbonyl}-1-piperazinyl)methyl]phenyl}boronic acid), C(=O)([O-])[O-].[K+].[K+] (K2CO3). Reagents/catalysts: C=1C=CC(=CC1)[P](C=2C=CC=CC2)(C=3C=CC=CC3)[Pd]([P](C=4C=CC=CC4)(C=5C=CC=CC5)C=6C=CC=CC6)([P](C=7C=CC=CC7)(C=8C=CC=CC8)C=9C=CC=CC9)[P](C=1C=CC=CC1)(C=1C=CC=CC1)C=1C=CC=CC1 (Pd(PPh3)4). The solvent is O1CCOCC1.O (p-dioxane H2O). Run at temperature 150 celsius. Yields the product C(C)N1N=CC=2C1=NC(=C(C2NC2CCOCC2)CNC(=O)C=2C=C(C=CC2)CN(C)CC=2C=CC(=C(C2)C2=CC(=CC=C2)CN2CCN(CC2)C(=O)OC(C)(C)C)F)CC (1,1-Dimethylethyl 4-[(5′-{[({3-[({[1,6-diethyl-4-(tetrahydro-2H-pyran-4-ylamino)-1H-pyrazolo[3,4-b]pyridin-5-yl]methyl}amino) carbonyl]phenyl}methyl)(methyl)amino]methyl}-2′-fluoro-3-biphenylyl)methyl]-1-piperazinecarboxylate). The yield is 82.0%. Reaction SMILES: Br[C:2]1[CH:3]=[C:4]([CH2:9][N:10]([CH2:12][C:13]2[CH:14]=[C:15]([CH:40]=[CH:41][CH:42]=2)[C:16]([NH:18][CH2:19][C:20]2[C:21]([NH:33][CH:34]3[CH2:39][CH2:38][O:37][CH2:36][CH2:35]3)=[C:22]3[CH:30]=[N:29][N:28]([CH2:31][CH3:32])[C:23]3=[N:24][C:25]=2[CH2:26][CH3:27])=[O:17])[CH3:11])[CH:5]=[CH:6][C:7]=1[F:8].[CH3:43][C:44]([O:47][C:48]([N:50]1[CH2:55][CH2:54][N:53]([CH2:56][C:57]2[CH:58]=[C:59](B(O)O)[CH:60]=[CH:61][CH:62]=2)[CH2:52][CH2:51]1)=[O:49])([CH3:46])[CH3:45].C([O-])([O-])=O.[K+].[K+]>O1CCOCC1.O.C1C=CC([P]([Pd]([P](C2C=CC=CC=2)(C2C=CC=CC=2)C2C=CC=CC=2)([P](C2C=CC=CC=2)(C2C=CC=CC=2)C2C=CC=CC=2)[P](C2C=CC=CC=2)(C2C=CC=CC=2)C2C=CC=CC=2)(C2C=CC=CC=2)C2C=CC=CC=2)=CC=1>[CH2:31]([N:28]1[C:23]2=[N:24][C:25]([CH2:26][CH3:27])=[C:20]([CH2:19][NH:18][C:16]([C:15]3[CH:14]=[C:13]([CH2:12][N:10]([CH2:9][C:4]4[CH:5]=[CH:6][C:7]([F:8])=[C:2]([C:59]5[CH:60]=[CH:61][CH:62]=[C:57]([CH2:56][N:53]6[CH2:54][CH2:55][N:50]([C:48]([O:47][C:44]([CH3:46])([CH3:45])[CH3:43])=[O:49])[CH2:51][CH2:52]6)[CH:58]=5)[CH:3]=4)[CH3:11])[CH:42]=[CH:41][CH:40]=3)=[O:17])[C:21]([NH:33][CH:34]3[CH2:39][CH2:38][O:37][CH2:36][CH2:35]3)=[C:22]2[CH:30]=[N:29]1)[CH3:32] |f:2.3.4,5.6,^1:82,84,103,122|. Procedure: To a solution of 3-{[[(3-bromo-4-fluorophenyl)methyl](methyl)amino]methyl}-N-{[1,6-diethyl-4-(tetrahydro-2H-pyran-4-ylamino)-1H-pyrazolo[3,4-b]pyridin-5-yl]methyl}benzamide (0.37 g, 0.58 mmol) in p-dioxane/H2O (4.5/1.5 mL) was added {3-[(4-{[(1,1-dimethylethyl)oxy]carbonyl}-1-piperazinyl)methyl]phenyl}boronic acid (0.279 g, 0.87 mmol), Pd(PPh3)4 (33.6 mg, 0.029 mmol), and K2CO3 (0.32 g, 2.32 mmol). The mixture was heated with a microwave at 150° C. for 15 min. The organic layer was separated and...